This data is from the Open Reaction Database (ORD), a public repository of structured organic reaction records. The task is: describe an organic reaction: reactants, conditions, products, and yield Starting materials: CC1(OB(OC1(C)C)C=1C=C2C(=CC=NC2=CC1)N1C[C@H](CCC1)NC(OC(C)(C)C)=O)C ((S)-tert-butyl 1-(6-(4,4,5,5-tetramethyl-1,3,2-dioxaborolan-2-yl)quinolin-4-yl)piperidin-3-ylcarbamate), FC(S(=O)(=O)OC1=NC(=CC=C1)C=1SC=CN1)(F)F (6-(thiazol-2-yl)pyridin-2-yl trifluoromethanesulfonate). Reagents/catalysts: C1=CC=C(C=C1)P([C-]2C=CC=C2)C3=CC=CC=C3.C1=CC=C(C=C1)P([C-]2C=CC=C2)C3=CC=CC=C3.Cl[Pd]Cl.[Fe+2].C(Cl)Cl (Pd(dppf)Cl2 CH2Cl2). Run in COCCOC (DME). Product: S1C(=NC=C1)C1=CC=CC(=N1)C=1C=C2C(=CC=NC2=CC1)N1C[C@H](CCC1)N ((S)-1-(6-(6-(thiazol-2-yl)pyridin-2-yl)quinolin-4-yl)piperidin-3-amine). The yield is 40.0%. As a reaction SMILES: CC1(C)C(C)(C)OB([C:9]2[CH:10]=[C:11]3[C:16](=[CH:17][CH:18]=2)[N:15]=[CH:14][CH:13]=[C:12]3[N:19]2[CH2:24][CH2:23][CH2:22][C@H:21]([NH:25]C(=O)OC(C)(C)C)[CH2:20]2)O1.FC(F)(F)S(O[C:40]1[CH:45]=[CH:44][CH:43]=[C:42]([C:46]2[S:47][CH:48]=[CH:49][N:50]=2)[N:41]=1)(=O)=O>C1C=CC(P(C2C=CC=CC=2)[C-]2C=CC=C2)=CC=1.C1C=CC(P(C2C=CC=CC=2)[C-]2C=CC=C2)=CC=1.Cl[Pd]Cl.[Fe+2].C(Cl)Cl.COCCOC>[S:47]1[CH:48]=[CH:49][N:50]=[C:46]1[C:42]1[N:41]=[C:40]([C:9]2[CH:10]=[C:11]3[C:16](=[CH:17][CH:18]=2)[N:15]=[CH:14][CH:13]=[C:12]3[N:19]2[CH2:24][CH2:23][CH2:22][C@H:21]([NH2:25])[CH2:20]2)[CH:45]=[CH:44][CH:43]=1 |f:2.3.4.5.6|. Procedure: A solution of (S)-tert-butyl 1-(6-(4,4,5,5-tetramethyl-1,3,2-dioxaborolan-2-yl)quinolin-4-yl)piperidin-3-ylcarbamate (1.0 equiv.), 6-(thiazol-2-yl)pyridin-2-yl trifluoromethanesulfonate (1.5 equiv.) and Pd(dppf)Cl2—CH2Cl2 (0.15 equiv.) in 3:1 DME/2M Na2CO3 was heated in a microwave at 100° C. for 20 minutes. Upon cooling, the solution was partitioned between EtOAc and Na2CO3(sat.) washed further with NaCl(sat.), dried over MgSO4, concentrated and purified by RP HPLC. Upon lyophilization, the Boc... Reactants: ClCCl, COC(=O)C(CC#Cc1cc(-c2ccc(F)cc2C)c(N(C)C(=O)C(C)(C)c2cc(C(F)(F)F)cc(C(F)(F)F)c2)cn1)NC(=O)OC(C)(C)C. Product: COC(=O)C1CCC(c2cc(-c3ccc(F)cc3C)c(N(C)C(=O)C(C)(C)c3cc(C(F)(F)F)cc(C(F)(F)F)c3)cn2)=N1. RXN SMILES: [Cl:52][CH2:53][Cl:54].[F:1][C:2]([c:3]1[cH:4][c:5]([C:13]([C:14](=[O:15])[N:16]([c:17]2[c:18](-[c:39]3[c:40]([CH3:46])[cH:41][c:42]([F:45])[cH:43][cH:44]3)[cH:19][c:20]([C:23]#[C:24][CH2:25][CH:26]([C:27](=[O:28])[O:29][CH3:30])[NH:31][C:32]([O:33][C:34]([CH3:35])([CH3:36])[CH3:37])=[O:38])[n:21][cH:22]2)[CH3:47])([CH3:48])[CH3:49])[cH:6][c:7]([C:9]([F:10])([F:11])[F:12])[cH:8]1)([F:50])[F:51]>>[F:1][C:2]([c:3]1[cH:4][c:5]([C:13]([C:14](=[O:15])[N:16]([c:17]2[c:18](-[c:39]3[c:40]([CH3:46])[cH:41][c:42]([F:45])[cH:43][cH:44]3)[cH:19][c:20]([C:23]3=[N:31][CH:26]([C:27](=[O:28])[O:29][CH3:30])[CH2:25][CH2:24]3)[n:21][cH:22]2)[CH3:47])([CH3:48])[CH3:49])[cH:6][c:7]([C:9]([F:10])([F:11])[F:12])[cH:8]1)([F:50])[F:51]. Starting materials: CCCC1=Nc2ccc(I)cc2C(=O)N1Cc3ccc(cc3)c4ccccc4S(=O)(=O)NC(C)(C)C, CC1(C)OB(OC1(C)C)c2cn(c3ncccc23)S(=O)(=O)c4ccccc4. The reagents and catalysts are CCN=P(N=P(N(C)C)(N(C)C)N(C)C)(N(C)C)N(C)C (P2-Et), CN(C)c1ccc([PH](C(C)(C)C)(C(C)(C)C)[Pd]2(OS(C)(=O)=O)Nc3ccccc3-c3ccccc32)cc1 (Aphos G3). The solvent is CS(C)=O (DMSO), O (water), CS(C)=O (DMSO), CS(C)=O (DMSO), CS(C)=O (DMSO). Reaction conditions: time 22 hour. Product: CCCC1=Nc2ccc(cc2C(=O)N1Cc3ccc(cc3)c4ccccc4S(=O)(=O)NC(C)(C)C)c5cn(c6ncccc56)S(=O)(=O)c7ccccc7, CCCC1=Nc2ccc(I)cc2C(=O)N1Cc3ccc(cc3)c4ccccc4S(=O)(=O)NC(C)(C)C, c1ccc(-c2ccccc2)cc1. Starting materials: O=C([O-])O, CCN(CC)c1cc(OC)ccc1-c1cc2ccc(OC)cc2n1C, O=C1CCC(=O)N1Cl, [Na+], C1CCOC1. Yields the product CCN(CC)c1cc(OC)ccc1-c1c(Cl)c2ccc(OC)cc2n1C. As a reaction SMILES: [C:34](=[O:35])([OH:36])[O-:37].[CH2:1]([CH3:2])[N:3]([c:4]1[c:5](-[c:12]2[n:13]([CH3:23])[c:14]3[cH:15][c:16]([O:21][CH3:22])[cH:17][cH:18][c:19]3[cH:20]2)[cH:6][cH:7][c:8]([O:10][CH3:11])[cH:9]1)[CH2:24][CH3:25].[Cl:26][N:27]1[C:28](=[O:29])[CH2:30][CH2:31][C:32]1=[O:33].[Na+:38].[O:39]1[CH2:40][CH2:41][CH2:42][CH2:43]1>>[CH2:1]([CH3:2])[N:3]([c:4]1[c:5](-[c:12]2[n:13]([CH3:23])[c:14]3[cH:15][c:16]([O:21][CH3:22])[cH:17][cH:18][c:19]3[c:20]2[Cl:26])[cH:6][cH:7][c:8]([O:10][CH3:11])[cH:9]1)[CH2:24][CH3:25]. Starting materials: Cl(=O)(=O)(=O)[O-].C(C=C)OC(=O)N1C[C@H](C[C@H]1C(C=1[N+]=2C(SC1)=CN(C2)C)O)SC=2[C@@H]([C@H]1N(C2C(=O)OCC=C)C([C@@H]1[C@@H](C)O)=O)C (allyl(1R,5S,6S)-2-[(3S,5S)-1-allyloxycarbonyl-5-[1-hydroxy-1-(6-methylimidazo[5,1-b]thiazolium-3-yl)methyl]pyrrolidin-3-yl]thio-6-((1R)-1-hydroxyethyl)-1-methylcarbapen-2-em-3-carboxylate perchlorate), CNC1=CC=CC=C1 (N-methylaniline), O (water). The reagents and catalysts are C=1C=CC(=CC1)[P](C=2C=CC=CC2)(C=3C=CC=CC3)[Pd]([P](C=4C=CC=CC4)(C=5C=CC=CC5)C=6C=CC=CC6)([P](C=7C=CC=CC7)(C=8C=CC=CC8)C=9C=CC=CC9)[P](C=1C=CC=CC1)(C=1C=CC=CC1)C=1C=CC=CC1 (Tetrakis(triphenylphosphine)palladium(0)). Solvent: ClCCl (dichloromethane). Run at time 45 minute. Product: Cl(=O)(=O)(=O)[O-].O[C@H](C)[C@@H]1[C@@H]2N(C(=C([C@@H]2C)S[C@@H]2CN[C@@H](C2)C(C=2[N+]=3C(SC2)=CN(C3)C)O)C(=O)O)C1=O ((1R,5S,6S)-6-((1R)-1-Hydroxyethyl)-2-[(3S,5S)-5-[1-hydroxy-1-(6-methylimidazo[5,1-b]thiazolium-3-yl)methyl]pyrrolidin-3-yl]thio-1-methylcarbapen-2-em-3-carboxylic acid perchlorate). Isolated yield 68.4%. Reaction SMILES: [Cl:1]([O-:5])(=[O:4])(=[O:3])=[O:2].C(OC([N:12]1[C@H:16]([CH:17]([OH:27])[C:18]2[N+:19]3[C:20](=[CH:23][N:24]([CH3:26])[CH:25]=3)[S:21][CH:22]=2)[CH2:15][C@H:14]([S:28][C:29]2[C@H:30]([CH3:46])[C@@H:31]3[C@@H:41]([C@H:42]([OH:44])[CH3:43])[C:40](=[O:45])[N:32]3[C:33]=2[C:34]([O:36]CC=C)=[O:35])[CH2:13]1)=O)C=C.CNC1C=CC=CC=1.O>ClCCl.C1C=CC([P]([Pd]([P](C2C=CC=CC=2)(C2C=CC=CC=2)C2C=CC=CC=2)([P](C2C=CC=CC=2)(C2C=CC=CC=2)C2C=CC=CC=2)[P](C2C=CC=CC=2)(C2C=CC=CC=2)C2C=CC=CC=2)(C2C=CC=CC=2)C2C=CC=CC=2)=CC=1>[Cl:1]([O-:5])(=[O:4])(=[O:3])=[O:2].[OH:44][C@@H:42]([C@H:41]1[C:40](=[O:45])[N:32]2[C:33]([C:34]([OH:36])=[O:35])=[C:29]([S:28][C@H:14]3[CH2:15][C@@H:16]([CH:17]([OH:27])[C:18]4[N+:19]5[C:20](=[CH:23][N:24]([CH3:26])[CH:25]=5)[S:21][CH:22]=4)[NH:12][CH2:13]3)[C@H:30]([CH3:46])[C@H:31]12)[CH3:43] |f:0.1,6.7,^1:62,64,83,102|. Procedure details: Tetrakis(triphenylphosphine)palladium(0) (18.1 mg) is added to a solution of 55 mg of allyl(1R,5S,6S)-2-[(3S,5S)-1-allyloxycarbonyl-5-[1-hydroxy-1-(6-methylimidazo[5,1-b]thiazolium-3-yl)methyl]pyrrolidin-3-yl]thio-6-((1R)-1-hydroxyethyl)-1-methylcarbapen-2-em-3-carboxylate perchlorate (stereoisomer B) and 0.051 ml of N-methylaniline in 0.7 ml of dry dichloromethane, and the mixture is stirred in an argon atmosphere at room temperature for 45 min. Distilled water (3 ml) is added thereto, the mixt... Reactants: CC=1C=CC(=CC1)S(=O)(=O)N (p-toluenesulfonamide), S(=O)(Cl)Cl (thionyl chloride), [H-].[Na+] (sodium hydride), C(CCCCCCCCCCCCCCC)NC1=CC=C(C(=O)O)C=C1 (p-hexadecylaminobenzoic acid). Run in C(OC)COC (dimethoxyethane), O (water), CC(=O)N(C)C (dimethylacetamide), CC(=O)N(C)C (dimethylacetamide), C(Cl)Cl (methylene chloride). Reaction conditions: time 3 hour. Yields the product C(CCCCCCCCCCCCCCC)NC1=CC=C(C(=O)NS(=O)(=O)C2=CC=C(C=C2)C)C=C1 (p-Hexadecylamino-N-(p-tolylsulfonyl)benzamide). RXN SMILES: [CH3:1][C:2]1[CH:3]=[CH:4][C:5]([S:8]([NH2:11])(=[O:10])=[O:9])=[CH:6][CH:7]=1.[H-].[Na+].[CH2:14]([NH:30][C:31]1[CH:39]=[CH:38][C:34]([C:35](O)=[O:36])=[CH:33][CH:32]=1)[CH2:15][CH2:16][CH2:17][CH2:18][CH2:19][CH2:20][CH2:21][CH2:22][CH2:23][CH2:24][CH2:25][CH2:26][CH2:27][CH2:28][CH3:29].S(Cl)(Cl)=O>C(COC)OC.C(Cl)Cl.CC(N(C)C)=O.O>[CH2:14]([NH:30][C:31]1[CH:32]=[CH:33][C:34]([C:35]([NH:11][S:8]([C:5]2[CH:4]=[CH:3][C:2]([CH3:1])=[CH:7][CH:6]=2)(=[O:10])=[O:9])=[O:36])=[CH:38][CH:39]=1)[CH2:15][CH2:16][CH2:17][CH2:18][CH2:19][CH2:20][CH2:21][CH2:22][CH2:23][CH2:24][CH2:25][CH2:26][CH2:27][CH2:28][CH3:29] |f:1.2|. Reported procedure: A solution of 34.25 g. of p-toluenesulfonamide in 250 ml. of dry dimethylacetamide is added dropwise over 30 minutes to a stirred and cooled (water bath) suspension of 5.5 g. of sodium hydride in 100 ml. of dry dimethylacetamide. Stirring is continued at room temperature for 3 hours until foaming subsides. In the meantime, a mixture of 36.2 g. of p-hexadecylaminobenzoic acid in 1200 ml. of methylene chloride, 300 ml. of dimethoxyethane, and 40 ml. of thionyl chloride is refluxed for 1 hour and 1... Starting materials: CCOC(C)O, Clc1nc(-c2ccccc2)nc2ccccc12, Cl, CN(C)C1CCN(C(=O)c2ccc(N)cc2)C1, c1ccncc1. The product is CN(C)C1CCN(C(=O)c2ccc(Nc3nc(-c4ccccc4)nc4ccccc34)cc2)C1. RXN SMILES: [CH2:42]([O:43][CH:44]([OH:45])[CH3:46])[CH3:47].[Cl:18][c:19]1[n:20][c:21](-[c:29]2[cH:30][cH:31][cH:32][cH:33][cH:34]2)[n:22][c:23]2[cH:24][cH:25][cH:26][cH:27][c:28]12.[ClH:35].[NH2:1][c:2]1[cH:3][cH:4][c:5]([C:6](=[O:7])[N:8]2[CH2:9][CH:10]([N:13]([CH3:14])[CH3:15])[CH2:11][CH2:12]2)[cH:16][cH:17]1.[n:36]1[cH:37][cH:38][cH:39][cH:40][cH:41]1>>[NH:1]([c:2]1[cH:3][cH:4][c:5]([C:6](=[O:7])[N:8]2[CH2:9][CH:10]([N:13]([CH3:14])[CH3:15])[CH2:11][CH2:12]2)[cH:16][cH:17]1)[c:19]1[n:20][c:21](-[c:29]2[cH:30][cH:31][cH:32][cH:33][cH:34]2)[n:22][c:23]2[cH:24][cH:25][cH:26][cH:27][c:28]12.